Task: describe an organic reaction: reactants, conditions, products, and yield. Dataset: the Open Reaction Database (ORD), a public repository of structured organic reaction records Reactants: ClC1=NC=C(C(=O)NC2=CC(=C(C=C2)Cl)NC(C2=CC(=CC=C2)Cl)=O)C=C1 (6-chloro-N-(4-chloro-3-(3-chlorobenzamido)phenyl)nicotinamide), C(=O)(OC(C)(C)C)N1CCNCC1 (Boc-piperazine), C(=O)(C(F)(F)F)O (TFA). The product is N1(CCNCC1)C1=NC=C(C(=O)N)C=C1 (6-(piperazin-1-yl)nicotinamide). RXN SMILES: Cl[C:2]1[CH:27]=[CH:26][C:5]([C:6]([NH:8]C2C=CC(Cl)=C(NC(=O)C3C=CC=C(Cl)C=3)C=2)=[O:7])=[CH:4][N:3]=1.C([N:35]1[CH2:40][CH2:39][NH:38][CH2:37][CH2:36]1)(OC(C)(C)C)=O.C(O)(C(F)(F)F)=O>>[N:35]1([C:2]2[CH:27]=[CH:26][C:5]([C:6]([NH2:8])=[O:7])=[CH:4][N:3]=2)[CH2:40][CH2:39][NH:38][CH2:37][CH2:36]1. Procedure: 6-chloro-N-(4-chloro-3-(3-chlorobenzamido)phenyl)nicotinamide (0.16 mmol) was used in general procedure 3 with Boc-piperazine (0.868 mmol). The product was deprotected by treatment with TFA and purified by RP-HPLC to give N-(4-chloro-3-(3-chlorobenzamido)phenyl))-6-(piperazin-1-yl)nicotinamide. MS (Q1) 470.1 (M)+